Dataset: the Open Reaction Database (ORD), a public repository of structured organic reaction records. Task: describe an organic reaction: reactants, conditions, products, and yield The reactants are C(C)(=O)NC1=CC=C(C=C1)SCCCO (3-(4'-acetamidophenylthio)propanol), N1=CC=CC=C1 (pyridine), S(=O)(Cl)Cl (thionyl chloride), ice water. Solvent: C(Cl)Cl (methylene chloride), C(Cl)Cl (methylene chloride). Yields the product C(C)(=O)NC1=CC=C(C=C1)SCCCCl (3-(p-acetamidophenylthio)propyl chloride). The yield is 57.4%. Reaction SMILES: [C:1]([NH:4][C:5]1[CH:10]=[CH:9][C:8]([S:11][CH2:12][CH2:13][CH2:14]O)=[CH:7][CH:6]=1)(=[O:3])[CH3:2].N1C=CC=CC=1.S(Cl)([Cl:24])=O>C(Cl)Cl>[C:1]([NH:4][C:5]1[CH:10]=[CH:9][C:8]([S:11][CH2:12][CH2:13][CH2:14][Cl:24])=[CH:7][CH:6]=1)(=[O:3])[CH3:2]. Procedure details: To a stirred suspension of 5.62 g (0.025 mole) of 3-(4'-acetamidophenylthio)propanol in 25 ml of methylene chloride and 2.03 ml of pyridine (0.025 mole) is added 3.7 g of thionyl chloride (0.031 mole) in 10 ml of methylene chloride. After the exothermic reaction subsides, the mixture is heated at reflux for 0.5 hr. The reaction mixture is poured into 100 ml of ice-water with stirring. The organic layer is separated, dried and concentrated to a dark red solid. Extraction of the latter with ether ...